This data is from the Open Reaction Database (ORD), a public repository of structured organic reaction records. The task is: describe an organic reaction: reactants, conditions, products, and yield Reactants: [N+](=O)([O-])C1=C(C=[N+](C=C1)[O-])F (4-nitro-3-fluoropyridine N-oxide), NC=1C=C2C=C(NC2=CC1)C (5-amino-2-methylindole), C(C)O (ethanol). Conditions: temperature 50 celsius, time 30 minute. Product: [N+](=O)([O-])C1=C(C=NC=C1)[NH+](C=1C=C2C=C(NC2=CC1)C)[O-] (N-(4-nitro-3-pyridinyl)-2-methyl-1H-indol-5-amine N5 -oxide). RXN SMILES: [N+:1]([C:4]1[CH:9]=[CH:8][N+:7]([O-])=[CH:6][C:5]=1F)([O-:3])=[O:2].[NH2:12][C:13]1[CH:14]=[C:15]2[C:19](=[CH:20][CH:21]=1)[NH:18][C:17]([CH3:22])=[CH:16]2.C([OH:25])C>>[N+:1]([C:4]1[CH:9]=[CH:8][N:7]=[CH:6][C:5]=1[NH+:12]([O-:25])[C:13]1[CH:14]=[C:15]2[C:19](=[CH:20][CH:21]=1)[NH:18][C:17]([CH3:22])=[CH:16]2)([O-:3])=[O:2]. Reported procedure: A mixture of 4-nitro-3-fluoropyridine N-oxide (5.4 g) and 5-amino-2-methylindole (5.0 g) in 100 mL of thoroughly degassed absolute ethanol was stirred at 50° C. for 30 minutes and then cooled slowly to 0° C. The precipitate was collected and air dried to give 9.0 g of N-(4-nitro-3-pyridinyl)-2-methyl-1H-indol-5-amine N5 -oxide as a powder. This powder was taken up in 135 mL of isopropanol and hydrogenated at 50° C. over 3% platinum on carbon at 50 psi in the presence of lithium hydroxide (0.26 g... Procedure details: The title compound is prepared by the reaction of the intermediate prepared in Example 11 with ethanolamine and sodium hydroxide. The aqueous layer is removed, and the remaining layer is extracted with cyclohexane. Solvent is evaporated at reduced pressure, and the crude product is purified by flash chromatography on silica gel with 1:2 (v/v) hexane/ethyl acetate to afford 4.1 g of the title compound as a white solid, melting at 110-120° C. The product is OC(CON1C(CC(CC1(C)C)CCCCNC1=NC(=NC(=N1)NCCCCC1CC(N(C(C1)(C)C)OCC(C)(O)C)(C)C)NCCO)(C)C)(C)C (2,4-Bis{N-[1-(2-hydroxy-2-methylpropoxy)-2,2,6,6-tetramethylpiperidin-4-yl]butylamino}-6-(2-hydroxyethyl)amino-s-triazine). Reaction SMILES: [OH:1][C:2]([CH3:49])([CH3:48])[CH2:3][O:4][N:5]1[C:10]([CH3:12])([CH3:11])[CH2:9][CH:8]([CH2:13][CH2:14][CH2:15][CH2:16][NH:17][C:18]2[N:23]=[C:22]([NH:24][CH2:25][CH2:26][CH2:27][CH2:28][CH:29]3[CH2:34][C:33]([CH3:36])([CH3:35])[N:32]([O:37][CH2:38][C:39]([CH3:42])([OH:41])[CH3:40])[C:31]([CH3:44])([CH3:43])[CH2:30]3)[N:21]=[C:20](Cl)[N:19]=2)[CH2:7][C:6]1([CH3:47])[CH3:46].[CH2:50]([CH2:52][NH2:53])[OH:51].[OH-].[Na+]>>[OH:1][C:2]([CH3:49])([CH3:48])[CH2:3][O:4][N:5]1[C:10]([CH3:12])([CH3:11])[CH2:9][CH:8]([CH2:13][CH2:14][CH2:15][CH2:16][NH:17][C:18]2[N:23]=[C:22]([NH:24][CH2:25][CH2:26][CH2:27][CH2:28][CH:29]3[CH2:34][C:33]([CH3:36])([CH3:35])[N:32]([O:37][CH2:38][C:39]([CH3:42])([OH:41])[CH3:40])[C:31]([CH3:44])([CH3:43])[CH2:30]3)[N:21]=[C:20]([NH:53][CH2:52][CH2:50][OH:51])[N:19]=2)[CH2:7][C:6]1([CH3:47])[CH3:46] |f:2.3|. Starting materials: OC(CON1C(CC(CC1(C)C)CCCCNC1=NC(=NC(=N1)NCCCCC1CC(N(C(C1)(C)C)OCC(C)(O)C)(C)C)Cl)(C)C)(C)C (2,4-Bis{N-[1-(2-hydroxy-2-methylpropoxy)-2,2,6,6-tetramethylpiperidin-4-yl]butylamino}-6-chloro-s-triazine), C(O)CN (ethanolamine), [OH-].[Na+] (sodium hydroxide). The reactants are CCCCCC(C)(C)NC(=O)CCl, NCc1ccccc1, c1ccccc1. The product is CCCCCC(C)(C)NC(=O)CNCc1ccccc1. Reaction SMILES: [Cl:9][CH2:10][C:11](=[O:12])[NH:13][C:14]([CH2:15][CH2:16][CH2:17][CH2:18][CH3:19])([CH3:20])[CH3:21].[NH2:1][CH2:2][c:3]1[cH:4][cH:5][cH:6][cH:7][cH:8]1.[cH:22]1[cH:23][cH:24][cH:25][cH:26][cH:27]1>>[NH:1]([CH2:2][c:3]1[cH:4][cH:5][cH:6][cH:7][cH:8]1)[CH2:10][C:11](=[O:12])[NH:13][C:14]([CH2:15][CH2:16][CH2:17][CH2:18][CH3:19])([CH3:20])[CH3:21].